From a dataset of the Open Reaction Database (ORD), a public repository of structured organic reaction records. describe an organic reaction: reactants, conditions, products, and yield As a reaction SMILES: [NH:1]1[CH:5]=[CH:4][CH:3]=[CH:2]1.[Cl:6][C:7](OC1C(C(C)C)CCC(C)C1)=O.ClC#CS(C1C=C(C2C=CC=CN=2)C=CC=1)(=O)=O.[CH:38]12[NH:44][CH:41]([CH:42]=[CH:43]1)[CH:40]=[CH:39]2.Br.CC(O)=O>[Na].[Hg]>[CH:3]1[C:4]([CH:43]2[CH:38]3[NH:44][CH:41]([CH2:40][CH2:39]3)[CH2:42]2)=[CH:5][N:1]=[C:7]([Cl:6])[CH:2]=1 |f:4.5,6.7,^1:49|. The product is N-carbo-(-)-menthyloxy pyrrole, C1=CC(=NC=C1C2CC3CCC2N3)Cl (epibatidine). Reagents/catalysts: [Na].[Hg] (sodium amalgam). Reported procedure: N-carbo-(-)-menthyloxy pyrrole is prepared from pyrrole and (-)-menthyl chloroformate by the method described above. The chiral pyrrole is treated with the sulfonyl acetylene 22 or 34 as in Example 29 to give a diastereoisomeric mixture of the chiral cycloadduct 7-aza-bicyclo[2.2.1]hepta-2,5-diene derivative. After treatment with sodium amalgam as in Example 30, the diastereoisomeric mixture of 2-exo-aryl-7-aza-bicyclo[2.2.1]hepta-5-ene derivatives is obtained. These diastereomers are separated ... The reactants are 2-exo-aryl-7-aza-bicyclo[2.2.1]hepta-5-ene, Br.CC(=O)O (HBr AcOH), N1C=CC=C1 (pyrrole), ClC(=O)OC1CC(CCC1C(C)C)C ((-)-menthyl chloroformate), N1C=CC=C1 (pyrrole), ClC#CS(=O)(=O)C1=CC=CC(=C1)C1=NC=CC=C1 (2-chloro-5-pyridyl phenylsulfonyl acetylene), C12C=CC(C=C1)N2 (7-aza-bicyclo[2.2.1]hepta-2,5-diene). Reactants: C(C)C1=NC=2C(=NC(=CC2C)C)N1C1=CC=C(C=C1)CCNC(=O)NS(=O)(=O)C1=CC=C(C=C1)C (2-Ethyl-5,7-dimethyl-3-(4-{2-[({[(4-methylphenyl)sulfonyl]amino}carbonyl)amino]ethyl}phenyl)-3H-imidazo[4,5-b]pyridine), C(C)(C)[N-]C(C)C.[Li+] (lithium diisopropylamide), P(=O)([O-])([O-])[O-] (phosphate), CI (MeI). Run in C1CCOC1 (THF). Reaction conditions: time 20 minute. The product is C(C)C1=NC=2C(=NC(=CC2C)C)N1C1=CC=C(C=C1)CCNC(=O)N(S(=O)(=O)C1=CC=C(C=C1)C)C (2-ETHYL-5,7-DIMETHYL-3-(4-{2-[({METHYL[(4-METHYLPHENYL)SULFONYL]AMINO}CARBONYL)AMINO]ETHYL}PHENYL)-3H-IMIDAZO[4,5-b]PYRIDINE). Yield: 4.8%. RXN SMILES: [CH2:1]([C:3]1[N:13]([C:14]2[CH:19]=[CH:18][C:17]([CH2:20][CH2:21][NH:22][C:23]([NH:25][S:26]([C:29]3[CH:34]=[CH:33][C:32]([CH3:35])=[CH:31][CH:30]=3)(=[O:28])=[O:27])=[O:24])=[CH:16][CH:15]=2)[C:6]2=[N:7][C:8]([CH3:12])=[CH:9][C:10]([CH3:11])=[C:5]2[N:4]=1)[CH3:2].[CH:36]([N-]C(C)C)(C)C.[Li+].CI.P([O-])([O-])([O-])=O>C1COCC1>[CH2:1]([C:3]1[N:13]([C:14]2[CH:15]=[CH:16][C:17]([CH2:20][CH2:21][NH:22][C:23]([N:25]([CH3:36])[S:26]([C:29]3[CH:34]=[CH:33][C:32]([CH3:35])=[CH:31][CH:30]=3)(=[O:28])=[O:27])=[O:24])=[CH:18][CH:19]=2)[C:6]2=[N:7][C:8]([CH3:12])=[CH:9][C:10]([CH3:11])=[C:5]2[N:4]=1)[CH3:2] |f:1.2|. Procedure: To a stirred solution of 2-ethyl-5,7-dimethyl-3-(4-{2-[({[(4-methylphenyl)sulfonyl]amino}carbonyl)amino]ethyl}phenyl)-3H-imidazo[4,5-b]pyridine (Example 1, 200 mg, 0.41 mmol) in THF (10 mL) was added dropwise a solution of lithium diisopropylamide (LDA) (2.0 N in heptane/hexane/ethylbenzene, 0.8 mL, 1.6 mmol) with ice-cooling over a period of 10 min. After completion of the addition, the stirring was continued for an additional 20 min at the same temperature. To the resulting mixture was added d... Reactants: Cl (HCl), C(C(C)C)#N (isobutyronitrile), C(C1=CC=CC=C1)[Mg]Cl (benzylmagnesiumchloride), [BH4-].[Na+] (NaBH4). Solvent: tetrahydrofuran(THF), CO (methanol). Conditions: time 1 hour. The product is Cl.NC(CC1=CC=CC=C1)C(C)C (2-amino-3-methyl-1-phenylbutane hydrochloride). Yield: 93.9%. As a reaction SMILES: [C:1](#[N:5])[CH:2]([CH3:4])[CH3:3].[CH2:6]([Mg][Cl:14])[C:7]1[CH:12]=[CH:11][CH:10]=[CH:9][CH:8]=1.[BH4-].[Na+].Cl>CO>[ClH:14].[NH2:5][CH:1]([CH:2]([CH3:4])[CH3:3])[CH2:6][C:7]1[CH:12]=[CH:11][CH:10]=[CH:9][CH:8]=1 |f:2.3,6.7|. Procedure: To 13.8 g (0.2 mol) of isobutyronitrile dissolved in 50 ml of anhydrous tetrahydrofuran(THF) was added 110 ml (0.22 mol) of 2.0M benzylmagnesiumchloride at room temperature, and the resulting mixture was refluxed for 1 hour and cooled to room temperature. Subsequently, 200 ml of methanol and 11.4 g (0.3 mol) of NaBH4 were added thereto and stirred for 1 hour at room temperature. The resultant was adjusted to about pH 11 by adding 1N HCl. The above mixture was extracted with chloroform and dried ... The reactants are O=C(O)Cc1cc([N+](=O)[O-])ccc1Sc1ccccc1, O. Product: O=C1Cc2cc([N+](=O)[O-])ccc2Sc2ccccc21. RXN SMILES: [N+:1](=[O:2])([O-:3])[c:4]1[cH:5][c:6]([CH2:17][C:18](=[O:19])[OH:20])[c:7]([S:10][c:11]2[cH:12][cH:13][cH:14][cH:15][cH:16]2)[cH:8][cH:9]1.[OH2:21]>>[N+:1](=[O:2])([O-:3])[c:4]1[cH:5][c:6]2[c:7]([cH:8][cH:9]1)[S:10][c:11]1[cH:12][cH:13][cH:14][cH:15][c:16]1[C:18](=[O:20])[CH2:17]2. The reactants are COCCOC(=O)C1(OC2=C(O1)C=CC(=C2)CC(C)NCC(O)C2=CC(=CC=C2)Cl)C(=O)OCCOC (5-{2-[2-(3-chloro-phenyl)-2-hydroxy-ethylamino]-propyl}-benzo[1,3]dioxole-2,2-dicarboxylic acid bis-(2-methoxy-ethyl) ester), ClC=1C=C(C=CC1)C(CNC(CC1=CC2=C(OC(O2)(C(=O)O)C(=O)O)C=C1)C)O (5-{2-[2-(3-chloro-phenyl)-2-hydroxy-ethylamino]-propyl}-benzo[1,3]dioxole-2,2-dicarboxylic acid), COCCO (2-methoxy-1-ethanol), Cl (HCl). Run in CCOCC (Et2O). Reaction conditions: temperature 23 celsius, time 12 hour. Product: Cl.COCCOC(=O)C1(OC2=C(O1)C=CC(=C2)CC(C)NCC(O)C2=CC(=CC=C2)Cl)C(=O)OCCOC (5-{2-[2-(3-chloro-phenyl)-2-hydroxy-ethylamino]-propyl}-benzo[1,3]dioxole-2,2-dicarboxylic acid bis-(2-methoxy-ethyl) ester hydrochloride salt). Isolated yield 78.0%. RXN SMILES: [Cl:1]C1C=C(C(O)CNC(C)CC2C=CC3OC(C(O)=O)(C(O)=O)OC=3C=2)C=CC=1.COCCO.Cl.[CH3:36][O:37][CH2:38][CH2:39][O:40][C:41]([C:43]1([C:66]([O:68][CH2:69][CH2:70][O:71][CH3:72])=[O:67])[O:47][C:46]2[CH:48]=[CH:49][C:50]([CH2:52][CH:53]([NH:55][CH2:56][CH:57]([C:59]3[CH:64]=[CH:63][CH:62]=[C:61]([Cl:65])[CH:60]=3)[OH:58])[CH3:54])=[CH:51][C:45]=2[O:44]1)=[O:42]>CCOCC>[ClH:1].[CH3:36][O:37][CH2:38][CH2:39][O:40][C:41]([C:43]1([C:66]([O:68][CH2:69][CH2:70][O:71][CH3:72])=[O:67])[O:47][C:46]2[CH:48]=[CH:49][C:50]([CH2:52][CH:53]([NH:55][CH2:56][CH:57]([C:59]3[CH:64]=[CH:63][CH:62]=[C:61]([Cl:65])[CH:60]=3)[OH:58])[CH3:54])=[CH:51][C:45]=2[O:44]1)=[O:42] |f:5.6|. Procedure details: To a stirred mixture of 5-{2-[2-(3-chloro-phenyl)-2-hydroxy-ethylamino]-propyl}-benzo[1,3]dioxole-2,2-dicarboxylic acid (1.0 g, 2.37 mmol), and 2-methoxy-1-ethanol (10 mL) was added excess HCl(g). The mixture became homogeneous and was stirred at 23° C. After 12 h, the solution was concentrated, and chromatographed on silica gel, eluting with CHCl3 /MeOH (1/0, then 40/1, 20/1 and 10/1) to give fractions containing 5-{2-[2-(3-chloro-phenyl)-2-hydroxy-ethylamino]-propyl}-benzo[1,3]dioxole-2,2-dica... RXN SMILES: [C:1]([c:2]1[nH:3][cH:4][cH:5][n:6]1)([c:7]1[nH:8][cH:9][cH:10][n:11]1)=[O:12].[CH2:32]([c:33]1[cH:34][cH:35][cH:36][cH:37][cH:38]1)[NH2:39].[CH3:13][c:14]1[c:15]([NH:22][C:23]([CH2:24][c:25]2[cH:26][cH:27][cH:28][cH:29][cH:30]2)=[O:31])[cH:16][c:17]([C:19](=[O:20])[OH:21])[s:18]1>>[CH3:13][c:14]1[c:15]([NH:22][C:23]([CH2:24][c:25]2[cH:26][cH:27][cH:28][cH:29][cH:30]2)=[O:31])[cH:16][c:17]([C:19](=[O:21])[NH:39][CH2:32][c:33]2[cH:34][cH:35][cH:36][cH:37][cH:38]2)[s:18]1. The product is Cc1sc(C(=O)NCc2ccccc2)cc1NC(=O)Cc1ccccc1. The reactants are O=C(c1ncc[nH]1)c1ncc[nH]1, NCc1ccccc1, Cc1sc(C(=O)O)cc1NC(=O)Cc1ccccc1. Reaction SMILES: [C:21]([CH3:22])([CH3:23])([CH3:24])[O:25][C:26](=[O:27])[N:28]1[CH2:29][CH2:30][N:31]([c:34]2[cH:35][cH:36][c:37]([I:40])[cH:38][cH:39]2)[CH2:32][CH2:33]1.[CH3:41][c:42]1[cH:43][cH:44][cH:45][cH:46][cH:47]1.[NH2:1][c:2]1[n:3][c:4]([CH3:20])[c:5]2[c:6]([n:7]1)[n:8]([CH2:18][CH3:19])[c:9](=[O:17])[c:10](-[c:12]1[s:13][cH:14][cH:15][n:16]1)[cH:11]2>>[NH:1]([c:2]1[n:3][c:4]([CH3:20])[c:5]2[c:6]([n:7]1)[n:8]([CH2:18][CH3:19])[c:9](=[O:17])[c:10](-[c:12]1[s:13][cH:14][cH:15][n:16]1)[cH:11]2)[c:37]1[cH:36][cH:35][c:34]([N:31]2[CH2:30][CH2:29][N:28]([C:26]([O:25][C:21]([CH3:22])([CH3:23])[CH3:24])=[O:27])[CH2:33][CH2:32]2)[cH:39][cH:38]1. The reactants are CC(C)(C)OC(=O)N1CCN(c2ccc(I)cc2)CC1, Cc1ccccc1, CCn1c(=O)c(-c2nccs2)cc2c(C)nc(N)nc21. Product: CCn1c(=O)c(-c2nccs2)cc2c(C)nc(Nc3ccc(N4CCN(C(=O)OC(C)(C)C)CC4)cc3)nc21. Starting materials: Fc1ccccc1-c1ccc(OC2CN(C(c3ccccc3)c3ccccc3)C2)nc1, O=C(Cl)Oc1ccc([N+](=O)[O-])cc1, ClCCl. The product is O=C(Oc1ccc([N+](=O)[O-])cc1)N1CC(Oc2ccc(-c3ccccc3F)cn2)C1. As a reaction SMILES: [CH:14]([c:15]1[cH:16][cH:17][cH:18][cH:19][cH:20]1)([c:21]1[cH:22][cH:23][cH:24][cH:25][cH:26]1)[N:27]1[CH2:28][CH:29]([O:31][c:32]2[n:33][cH:34][c:35](-[c:38]3[c:39]([F:44])[cH:40][cH:41][cH:42][cH:43]3)[cH:36][cH:37]2)[CH2:30]1.[Cl:1][C:2](=[O:3])[O:4][c:5]1[cH:6][cH:7][c:8]([N+:11](=[O:12])[O-:13])[cH:9][cH:10]1.[Cl:45][CH2:46][Cl:47]>>[C:2](=[O:3])([O:4][c:5]1[cH:6][cH:7][c:8]([N+:11](=[O:12])[O-:13])[cH:9][cH:10]1)[N:27]1[CH2:28][CH:29]([O:31][c:32]2[n:33][cH:34][c:35](-[c:38]3[c:39]([F:44])[cH:40][cH:41][cH:42][cH:43]3)[cH:36][cH:37]2)[CH2:30]1. Reactants: CCC(C)C(NC(=O)OC(C)(C)C)C(=O)O, CCCCS(=O)(=O)[N-][Si](C)(C)C, CN(C)c1ccccn1, [F-], C1CCOC1, O=C(O)CC(O)(CC(=O)O)C(=O)O. Product: CCCCS(=O)(=O)NC(=O)C(NC(=O)OC(C)(C)C)C(C)CC. As a reaction SMILES: [C:14]([CH3:15])([CH3:16])([CH3:17])[O:18][C:19](=[O:20])[NH:21][CH:22]([CH:23]([CH3:24])[CH2:25][CH3:26])[C:27](=[O:28])[OH:29].[CH2:1]([CH2:2][CH2:3][CH3:4])[S:5](=[O:6])(=[O:7])[N-:8][Si:9]([CH3:10])([CH3:11])[CH3:12].[CH3:30][N:31]([c:32]1[cH:33][cH:34][cH:35][cH:36][n:37]1)[CH3:38].[F-:13].[O:39]1[CH2:40][CH2:41][CH2:42][CH2:43]1.[OH:44][C:45]([CH2:46][C:47]([C:48](=[O:49])[OH:50])([CH2:51][C:52](=[O:53])[OH:54])[OH:55])=[O:56]>>[CH2:1]([CH2:2][CH2:3][CH3:4])[S:5](=[O:6])(=[O:7])[NH:8][C:27]([CH:22]([NH:21][C:19]([O:18][C:14]([CH3:15])([CH3:16])[CH3:17])=[O:20])[CH:23]([CH3:24])[CH2:25][CH3:26])=[O:28]. Reactants: CN(C)C=O, CS(=O)(=O)OCCc1ccc(Cl)c(Cl)c1, CNC1CCCCC1N1CCCC1, O. Product: CN(CCc1ccc(Cl)c(Cl)c1)C1CCCCC1N1CCCC1. RXN SMILES: [CH3:14][N:15]([CH3:16])[CH:17]=[O:18].[CH3:19][S:20]([O:21][CH2:24][CH2:25][c:26]1[cH:27][c:28]([Cl:33])[c:29]([Cl:32])[cH:30][cH:31]1)(=[O:22])=[O:23].[N:1]1([CH:6]2[CH:7]([NH:12][CH3:13])[CH2:8][CH2:9][CH2:10][CH2:11]2)[CH2:2][CH2:3][CH2:4][CH2:5]1.[OH2:34]>>[N:1]1([CH:6]2[CH:7]([N:12]([CH3:13])[CH2:24][CH2:25][c:26]3[cH:27][c:28]([Cl:33])[c:29]([Cl:32])[cH:30][cH:31]3)[CH2:8][CH2:9][CH2:10][CH2:11]2)[CH2:2][CH2:3][CH2:4][CH2:5]1.